This data is from the Open Reaction Database (ORD), a public repository of structured organic reaction records. The task is: describe an organic reaction: reactants, conditions, products, and yield Reactants: CN(C)C=O, COc1cc2c(cc1[N+](=O)[O-])NC(=O)CC2, CCOC(C)=O, CO, [H][H]. The product is COc1cc2c(cc1N)NC(=O)CC2. Reaction SMILES: [CH3:17][N:18]([CH3:19])[CH:20]=[O:21].[CH3:1][O:2][c:3]1[cH:4][c:5]2[c:10]([cH:11][c:12]1[N+:13]([O-:14])=[O:15])[NH:9][C:8](=[O:16])[CH2:7][CH2:6]2.[CH3:24][CH2:25][O:26][C:27](=[O:28])[CH3:29].[CH3:30][OH:31].[H:22][H:23]>>[CH3:1][O:2][c:3]1[cH:4][c:5]2[c:10]([cH:11][c:12]1[NH2:13])[NH:9][C:8](=[O:16])[CH2:7][CH2:6]2. Reactants: CCO, O=C[O-], [NH4+], CC(C)c1ccc(S(=O)(=O)NC(=O)C(c2ccc3c(c2)OCO3)c2cn(C)c3cc(C=CC(=O)O)ccc23)cc1, C1CCOC1. Yields the product CC(C)c1ccc(S(=O)(=O)NC(=O)C(c2ccc3c(c2)OCO3)c2cn(C)c3cc(CCC(=O)O)ccc23)cc1. Reaction SMILES: [CH3:50][CH2:51][OH:52].[CH:41]([O-:42])=[O:43].[NH4+:44].[O:1]1[CH2:2][O:3][c:4]2[c:5]1[cH:6][cH:7][c:8]([CH:10]([C:11](=[O:12])[NH:13][S:14](=[O:15])(=[O:16])[c:17]1[cH:18][cH:19][c:20]([CH:23]([CH3:24])[CH3:25])[cH:21][cH:22]1)[c:26]1[cH:27][n:28]([CH3:40])[c:29]3[cH:30][c:31]([CH:35]=[CH:36][C:37](=[O:38])[OH:39])[cH:32][cH:33][c:34]13)[cH:9]2.[O:45]1[CH2:46][CH2:47][CH2:48][CH2:49]1>>[O:1]1[CH2:2][O:3][c:4]2[c:5]1[cH:6][cH:7][c:8]([CH:10]([C:11](=[O:12])[NH:13][S:14](=[O:15])(=[O:16])[c:17]1[cH:18][cH:19][c:20]([CH:23]([CH3:24])[CH3:25])[cH:21][cH:22]1)[c:26]1[cH:27][n:28]([CH3:40])[c:29]3[cH:30][c:31]([CH2:35][CH2:36][C:37](=[O:38])[OH:39])[cH:32][cH:33][c:34]13)[cH:9]2. The reactants are S(=O)(Cl)Cl (thionyl chloride), C(C)OC1=CC(=NC=C1C)CO (4-ethoxy-5-methyl-2-pyridylmethanol), CCOCC (ether). Solvent: C(Cl)Cl (methylene chloride), C(Cl)Cl (methylene chloride). Reaction conditions: time 2 hour. The product is Cl.ClCC1=NC=C(C(=C1)OCC)C (2-chloromethyl-4-ethoxy-5-methylpyridine hydrochloride). RXN SMILES: [CH2:1]([O:3][C:4]1[C:9]([CH3:10])=[CH:8][N:7]=[C:6]([CH2:11]O)[CH:5]=1)[CH3:2].S(Cl)([Cl:15])=O.CCOCC>C(Cl)Cl>[ClH:15].[Cl:15][CH2:11][C:6]1[CH:5]=[C:4]([O:3][CH2:1][CH3:2])[C:9]([CH3:10])=[CH:8][N:7]=1 |f:4.5|. Reported procedure: 4.7 g of 4-ethoxy-5-methyl-2-pyridylmethanol, dissolved in 30 ml of methylene chloride, were added dropwise at 0° to 2.4 ml of thionyl chloride in 60 ml of methylene chloride. After stirring at room temperature for 16 hours 400 ml of ether were added dropwise thereto while cooling and the mixture was stirred at room-temperature for a further 2 hours. The separated crystals were filtered off under suction and washed with ether. There was obtained 2-chloromethyl-4-ethoxy-5-methylpyridine hydrochlo...